From a dataset of the Open Reaction Database (ORD), a public repository of structured organic reaction records. describe an organic reaction: reactants, conditions, products, and yield The reactants are ice, C1(=CC=CC=C1)C1C2=CC=CC=C2C=2C=CC=C(C12)N1[C@H]([C@@H](CCC1)C(CP(=O)(OCC)OCC)=O)C(=O)OC(C)(C)C (N-(9-phenylfluorenyl)-3-(R)-[(diethoxyphosphinyl)acetyl]piperidine-2(R)-carboxylic acid, tert-butyl ester), C(O)([O-])=O.[Na+] (sodium hydrogen carbonate), C[Si](C)(C)Cl (trimethylsilyl chloride), FC(C(=O)O)(F)F (trifluoroacetic acid). The solvent is C(C)#N (acetonitrile), O (water), C(C)(C)O (isopropanol), C(C)#N (acetonitrile), O (water), O (water), CO (methanol). Conditions: time 15 minute. Yields the product P(=O)(O)(O)CC(=O)[C@H]1[C@@H](NCCC1)C(=O)OC (3(R)-(Phosphonoacetyl)piperidine-2(R)-carboxylic acid, methyl ester). Reaction SMILES: FC(F)(F)C(O)=O.C1(C2C3C([N:27]4[CH2:32][CH2:31][CH2:30][C@@H:29]([C:33](=[O:43])[CH2:34][P:35]([O:40]CC)([O:37]CC)=[O:36])[C@@H:28]4[C:44]([O:46][C:47](C)(C)C)=[O:45])=CC=CC=3C3C2=CC=CC=3)C=CC=CC=1.C(=O)([O-])O.[Na+].C[Si](Cl)(C)C>C(#N)C.O.CO.C(O)(C)C>[P:35]([CH2:34][C:33]([C@@H:29]1[CH2:30][CH2:31][CH2:32][NH:27][C@H:28]1[C:44]([O:46][CH3:47])=[O:45])=[O:43])([OH:37])([OH:40])=[O:36] |f:2.3|. Procedure details: Mix trifluoroacetic acid (30 mL) with acetonitrile (10 mL) and add, by dropwise addition, to an ice-cold solution of N-(9-phenylfluorenyl)-3-(R)-[(diethoxyphosphinyl)acetyl]piperidine-2(R)-carboxylic acid, tert-butyl ester (3.5 g, 5.8 mmol) in acetonitrile (40 mL) and water (4 mL). Stir for 15 minutes, warm to room temperature and stir for an additional hour. Pour into saturated aqueous sodium hydrogen carbonate (500 mL) and extract into ethyl acetate (3×200 mL). Evaporate to a residue and take ... Reactants: NC1=NC(=NC2=CC(=C(C=C12)OC)OC)Cl (4-Amino-2-chloro-6,7-dimethoxyquinazoline), O1C(COC2=C1C=CC=C2)C(=O)N2CCNCC2 (N-(1,4-benzodioxan-2-carbonyl)piperazine). Run in C(CCC)O (n-butanol). Run at temperature 80 celsius. Yields the product Cl.NC1=NC(=NC2=CC(=C(C=C12)OC)OC)N1CCN(CC1)C(=O)C1COC2=C(O1)C=CC=C2 (4-amino-2-[4-(1,4-benzodioxan-2-carbonyl)piperazin-1-yl]-6,7-dimethoxyquinazoline hydrochloride). The yield is 75.4%. RXN SMILES: [NH2:1][C:2]1[C:11]2[C:6](=[CH:7][C:8]([O:14][CH3:15])=[C:9]([O:12][CH3:13])[CH:10]=2)[N:5]=[C:4]([Cl:16])[N:3]=1.[O:17]1[C:22]2[CH:23]=[CH:24][CH:25]=[CH:26][C:21]=2[O:20][CH2:19][CH:18]1[C:27]([N:29]1[CH2:34][CH2:33][NH:32][CH2:31][CH2:30]1)=[O:28]>C(O)CCC>[ClH:16].[NH2:1][C:2]1[C:11]2[C:6](=[CH:7][C:8]([O:14][CH3:15])=[C:9]([O:12][CH3:13])[CH:10]=2)[N:5]=[C:4]([N:32]2[CH2:33][CH2:34][N:29]([C:27]([CH:18]3[O:17][C:22]4[CH:23]=[CH:24][CH:25]=[CH:26][C:21]=4[O:20][CH2:19]3)=[O:28])[CH2:30][CH2:31]2)[N:3]=1 |f:3.4|. Procedure details: 4-Amino-2-chloro-6,7-dimethoxyquinazoline (140 g.) and N-(1,4-benzodioxan-2-carbonyl)piperazine (150 g.) were stirred together under reflux in n-butanol (2 l.) for 31/2 hours. The mixture was then cooled to 80° C., the solid product collected, washed with cold n-butanol (2×250 ml.), and dried. The crude product was dissolved in hot (80° C.) dimethylformamide (530 ml.) and water (130 ml.), filtered, concentrated in vacuo to about 300 ml., then cooled and ether (1.8 l.) added. The solid so obtaine... Starting materials: CC(=O)NCC1CNCC1Cl, CN1CCCC1=O, O=C(O)c1cn(-c2cccs2)c2cc(F)c(F)cc2c1=O. The product is CC(=O)NCC1CN(c2cc3c(cc2F)c(=O)c(C(=O)O)cn3-c2cccs2)CC1Cl. RXN SMILES: [C:22]([CH3:23])(=[O:24])[NH:25][CH2:26][CH:27]1[CH2:28][NH:29][CH2:30][CH:31]1[Cl:32].[CH3:33][N:34]1[CH2:35][CH2:36][CH2:37][C:38]1=[O:39].[F:1][c:2]1[cH:3][c:4]2[c:5](=[O:21])[c:6]([C:18](=[O:19])[OH:20])[cH:7][n:8](-[c:13]3[s:14][cH:15][cH:16][cH:17]3)[c:9]2[cH:10][c:11]1[F:12]>>[F:1][c:2]1[cH:3][c:4]2[c:5](=[O:21])[c:6]([C:18](=[O:19])[OH:20])[cH:7][n:8](-[c:13]3[s:14][cH:15][cH:16][cH:17]3)[c:9]2[cH:10][c:11]1[N:29]1[CH2:28][CH:27]([CH2:26][NH:25][C:22]([CH3:23])=[O:24])[CH:31]([Cl:32])[CH2:30]1. The reactants are COC1=CC=2C(=CC=C3C=CN(C23)CCNC(C)=O)C=C1 (N-[2-(8-methoxy-1H-benz[g]indol-1-yl)ethyl]-acetamide), C(CO)O.O (ethylene glycol water), [OH-].[K+] (potassium hydroxide), [Cl-].[Na+] (sodium chloride). Yields the product C(\C=C\C(=O)O)(=O)O.COC1=CC=2C(=CC=C3C=CN(C23)CCN)C=C1 (2-(8-methoxy-1H-benz[g]indol-1-yl)-ethylamine fumarate). Isolated yield 53.0%. Reaction SMILES: [CH3:1][O:2][C:3]1[CH:21]=[CH:20][C:6]2=[CH:7][CH:8]=[C:9]3[C:13]([N:12]([CH2:14][CH2:15][NH:16][C:17](=[O:19])[CH3:18])[CH:11]=[CH:10]3)=[C:5]2[CH:4]=1.[OH-:22].[K+].[Cl-].[Na+].[CH2:26]([OH:29])[CH2:27]O.[OH2:30]>>[C:17]([OH:19])(=[O:30])/[CH:18]=[CH:27]/[C:26]([OH:29])=[O:22].[CH3:1][O:2][C:3]1[CH:21]=[CH:20][C:6]2=[CH:7][CH:8]=[C:9]3[C:13]([N:12]([CH2:14][CH2:15][NH2:16])[CH:11]=[CH:10]3)=[C:5]2[CH:4]=1 |f:1.2,3.4,5.6,7.8|. Reported procedure: 211 mg of N-[2-(8-methoxy-1H-benz[g]indol-1-yl)ethyl]-acetamide were heated to 140° for 9.5 hr. under argon in 3 ml of ethylene glycol/water 2:1 in the presence of 0.25 g of potassium hydroxide. The reaction mixture was left to cool and was poured into 20 ml of semi-concentrated sodium chloride solution. The mixture was extracted three times with diethyl ether and the combined extracts were washed once with saturated sodium chloride solution, dried over sodium sulfate, filtered and evaporated. T... Starting materials: BrC1=C(C=C(C=C1C)I)C (2-bromo-5-iodo-1,3-dimethylbenzene), CN1C(C=CC(=C1)B1OC(C(O1)(C)C)(C)C)=O (1-methyl-5-(4,4,5,5-tetramethyl-1,3,2-dioxaborolan-2-yl)pyridin-2(1H)-one), Intermediate 56. The product is BrC1=C(C=C(C=C1C)C=1C=CC(N(C1)C)=O)C (5-(4-Bromo-3,5-dimethylphenyl)-1-methylpyridin-2(1H)-one). RXN SMILES: [Br:1][C:2]1[C:7]([CH3:8])=[CH:6][C:5](I)=[CH:4][C:3]=1[CH3:10].[CH3:11][N:12]1[CH:17]=[C:16](B2OC(C)(C)C(C)(C)O2)[CH:15]=[CH:14][C:13]1=[O:27]>>[Br:1][C:2]1[C:7]([CH3:8])=[CH:6][C:5]([C:16]2[CH:15]=[CH:14][C:13](=[O:27])[N:12]([CH3:11])[CH:17]=2)=[CH:4][C:3]=1[CH3:10]. Reported procedure: The title compound is prepared from 2-bromo-5-iodo-1,3-dimethylbenzene and 1-methyl-5-(4,4,5,5-tetramethyl-1,3,2-dioxaborolan-2-yl)pyridin-2(1H)-one following a procedure analogous to that described in Step 1 of Intermediate 56. LC (method 11): tR=1.05 min; Mass spectrum (ESI+): m/z=292, 294 [M+H]+.